From a dataset of the Open Reaction Database (ORD), a public repository of structured organic reaction records. describe an organic reaction: reactants, conditions, products, and yield Reactants: C1CC(=O)N(C1=O)Br (NBS), C(CC(O)(C(=O)O)CC(=O)O)(=O)O (citric acid), COC1=C(C=CC(=C1)C)Cl (2-chloro-5-methylphenyl methyl ether), C1(C=2C(C(N1)=O)=CC=CC2)=O.[K] (potassium phthalimide). Reagents/catalysts: CC(C)(C#N)N=NC(C)(C)C#N (AIBN). Solvent: C(Cl)(Cl)(Cl)Cl (CCl4). Run at time 3 hour. Yields the product ClC1=C(C=C(C=C1)CN1C(C2=CC=CC=C2C1=O)=O)OC (2-{[4-chloro-3-(methyloxy)phenyl]methyl}-1H-isoindole-1,3(2H)-dione). The yield is 65.4%. As a reaction SMILES: [CH3:1][O:2][C:3]1[CH:8]=[C:7]([CH3:9])[CH:6]=[CH:5][C:4]=1[Cl:10].C1C(=O)N(Br)C(=O)C1.[C:19]1(=[O:29])[NH:23][C:22](=[O:24])[C:21]2=[CH:25][CH:26]=[CH:27][CH:28]=[C:20]12.[K].C(O)(=O)CC(CC(O)=O)(C(O)=O)O>C(Cl)(Cl)(Cl)Cl.CC(N=NC(C#N)(C)C)(C#N)C>[Cl:10][C:4]1[CH:5]=[CH:6][C:7]([CH2:9][N:23]2[C:19](=[O:29])[C:20]3[C:21](=[CH:25][CH:26]=[CH:27][CH:28]=3)[C:22]2=[O:24])=[CH:8][C:3]=1[O:2][CH3:1] |f:2.3,^1:29|. Procedure: To a solution of 2-chloro-5-methylphenyl methyl ether (12.0 g, 76 mmol) dissolved in CCl4 (200 mL) was added NBS (215.0 g, 83.6 mmol) and AIBN (0.63 g, 3.8 mmol). The reaction mixture was placed in an oil bath at 85° C. and stirred for 2-4 h. The reaction was cooled to RT, filtered and the solid washed with CCl4. The filtrate was evaporated and the resulting solid was dissolved in DMF (200 mL) then potassium phthalimide (35.0 g, 192 mmol) was added. The reaction mixture was placed in an oil bath... The reactants are FC(C1=CC=CC=2SC(=CC21)C(=O)OC)(F)F (methyl 4-(trifluoromethyl)benzo[b]thiophene-2-carboxylate), O.[OH-].[Li+] (lithium hydroxide monohydrate), O (water). The solvent is CO (methanol). Run at temperature 75 celsius, time 1 hour. Product: FC(C1=CC=CC=2SC(=CC21)C(=O)O)(F)F (4-(trifluoromethyl)benzo[b]thiophene-2-carboxylic acid). Yield: 87.5%. RXN SMILES: [F:1][C:2]([F:17])([F:16])[C:3]1[C:11]2[CH:10]=[C:9]([C:12]([O:14]C)=[O:13])[S:8][C:7]=2[CH:6]=[CH:5][CH:4]=1.O.[OH-].[Li+].O>CO>[F:16][C:2]([F:1])([F:17])[C:3]1[C:11]2[CH:10]=[C:9]([C:12]([OH:14])=[O:13])[S:8][C:7]=2[CH:6]=[CH:5][CH:4]=1 |f:1.2.3|. Procedure: A mixture of 290 mg of methyl 4-(trifluoromethyl)benzo[b]thiophene-2-carboxylate, 60 mg of lithium hydroxide monohydrate, 2 ml of water and 6 ml of methanol was stirred at 75° C. for 1 hour. The reaction mixture was cooled to room temperature, and then concentrated under reduced pressure. To the residue was added water, and then washed with tert-butyl methyl ether 3 times. To the aqueous layer was added concentrated hydrochloric acid, and then extracted with chloroform 3 times. The combined orga... Product: NC(CC)C1(CCC(CC1)NC=1C=C2C=CN=CC2=CC1)C1=CC=C(C=C1)OC ([4-(1-Amino-propyl)-4-(4-methoxy-phenyl)-cyclohexyl]-isoquinolin-6-yl-amine). Reagents/catalysts: [Pd] (palladium on activated charcoal). Reported procedure: 48 mg (91.7 μmol) of {1-[4-(Isoquinolin-6-ylamino)-1-(4-methoxy-phenyl)-cyclohexyl]-propyl}-carbamic acid benzyl ester (99) were dissolved in 300 μL of dry methanol and 9.7 μg of palladium on activated charcoal (10%) were added. The mixture was stirred under a hydrogen atmosphere until conversion was complete. The catalyst was filtered off and the reaction mixture was evaporated to dryness to give the title compound. Rt=0.89 min (Method 19). Detected mass: 390.3 (M+H+). Starting materials: C(C1=CC=CC=C1)OC(NC(CC)C1(CCC(CC1)NC=1C=C2C=CN=CC2=CC1)C1=CC=C(C=C1)OC)=O ({1-[4-(Isoquinolin-6-ylamino)-1-(4-methoxy-phenyl)-cyclohexyl]-propyl}-carbamic acid benzyl ester). Run in CO (methanol). RXN SMILES: C(OC(=O)[NH:10][CH:11]([C:14]1([C:31]2[CH:36]=[CH:35][C:34]([O:37][CH3:38])=[CH:33][CH:32]=2)[CH2:19][CH2:18][CH:17]([NH:20][C:21]2[CH:22]=[C:23]3[C:28](=[CH:29][CH:30]=2)[CH:27]=[N:26][CH:25]=[CH:24]3)[CH2:16][CH2:15]1)[CH2:12][CH3:13])C1C=CC=CC=1>CO.[Pd]>[NH2:10][CH:11]([C:14]1([C:31]2[CH:32]=[CH:33][C:34]([O:37][CH3:38])=[CH:35][CH:36]=2)[CH2:19][CH2:18][CH:17]([NH:20][C:21]2[CH:22]=[C:23]3[C:28](=[CH:29][CH:30]=2)[CH:27]=[N:26][CH:25]=[CH:24]3)[CH2:16][CH2:15]1)[CH2:12][CH3:13]. Starting materials: FC1=CC=C(C=C1)N1N=CC2=CC(=CC=C12)O[C@@H]([C@@H](N)C)C1=CC=CC=C1 ((αS,βR)-β-{[1-(4-Fluorophenyl)-1H-indazole-5-yl]oxy}-α-methylbenzeneethanamine), O1C(=CC=C1)CN=C=S (furylmethylisothiocyanate), O (water). Run in ClCCl (dichloromethane). Product: FC1=CC=C(C=C1)N1N=CC2=CC(=CC=C12)O[C@@H]([C@H](C)NC(=S)NCC=1OC=CC1)C1=CC=CC=C1 (1-{(1S,2R)-2-{[1-(4-Fluorophenyl)-1H-indazole-5-yl]oxy}-1-methyl-2-phenylethyl}-3-(2-furylmethyl)thiourea). The yield is 76.8%. RXN SMILES: [F:1][C:2]1[CH:7]=[CH:6][C:5]([N:8]2[C:16]3[C:11](=[CH:12][C:13]([O:17][C@H:18]([C:22]4[CH:27]=[CH:26][CH:25]=[CH:24][CH:23]=4)[C@H:19]([CH3:21])[NH2:20])=[CH:14][CH:15]=3)[CH:10]=[N:9]2)=[CH:4][CH:3]=1.[O:28]1[CH:32]=[CH:31][CH:30]=[C:29]1[CH2:33][N:34]=[C:35]=[S:36].O>ClCCl>[F:1][C:2]1[CH:3]=[CH:4][C:5]([N:8]2[C:16]3[C:11](=[CH:12][C:13]([O:17][C@H:18]([C:22]4[CH:23]=[CH:24][CH:25]=[CH:26][CH:27]=4)[C@@H:19]([NH:20][C:35]([NH:34][CH2:33][C:29]4[O:28][CH:32]=[CH:31][CH:30]=4)=[S:36])[CH3:21])=[CH:14][CH:15]=3)[CH:10]=[N:9]2)=[CH:6][CH:7]=1. Reported procedure: (αS,βR)-β-{[1-(4-Fluorophenyl)-1H-indazole-5-yl]oxy}-α-methylbenzeneethanamine (50 mg, 0.14 mmol), as described in Example 1, is dissolved in 0.89 mL dichloromethane and furylmethylisothiocyanate (19.3 mg, 0.14 mmol) is dropwise added. After stirring for 90 min at r.t. water (5 mL) is added and the reaction mixture extracted once with ethyl acetate (50 mL). The organic phase is washed with water (10 mL) and dried over Na2SO4. After filtration the solvent is removed and the residue purified by ch...